Dataset: the Open Reaction Database (ORD), a public repository of structured organic reaction records. Task: describe an organic reaction: reactants, conditions, products, and yield Starting materials: BrC1=CC(=C(CSC=2N(C(=CN2)C(C)(C)C2=CC(=C(C=C2)Cl)OC)C2=CC=C(C=C2)F)C(=C1)F)F (2-(4-bromo-2,6-difluorobenzylthio)-5-(2-(4-chloro-3-methoxyphenyl)propan-2-yl)-1-(4-fluorophenyl)-1H-imidazole), C(C#C)O (propargyl alcohol), N1CCCC1 (pyrrolidine). The reagents and catalysts are [Cu]I (CuI), C1=CC=C(C=C1)P([C-]2C=CC=C2)C3=CC=CC=C3.C1=CC=C(C=C1)P([C-]2C=CC=C2)C3=CC=CC=C3.Cl[Pd]Cl.[Fe+2] (PdCl2(dppf)2). The solvent is CN(C)C=O (DMF). Run at temperature 80 celsius. The product is ClC1=C(C=C(C=C1)C(C)(C)C1=CN=C(N1C1=CC=C(C=C1)F)SCC1=C(C=C(C=C1F)C#CCO)F)OC (3-(4-((5-(2-(4-chloro-3-methoxyphenyl)propan-2-yl)-1-(4-fluorophenyl)-1H-imidazol-2-ylthio)methyl)-3,5-difluorophenyl)prop-2-yn-1-ol). The yield is 94.9%. Reaction SMILES: Br[C:2]1[CH:33]=[C:32]([F:34])[C:5]([CH2:6][S:7][C:8]2[N:9]([C:25]3[CH:30]=[CH:29][C:28]([F:31])=[CH:27][CH:26]=3)[C:10]([C:13]([C:16]3[CH:21]=[CH:20][C:19]([Cl:22])=[C:18]([O:23][CH3:24])[CH:17]=3)([CH3:15])[CH3:14])=[CH:11][N:12]=2)=[C:4]([F:35])[CH:3]=1.[CH2:36]([OH:39])[C:37]#[CH:38].N1CCCC1>CN(C=O)C.[Cu]I.C1C=CC(P(C2C=CC=CC=2)[C-]2C=CC=C2)=CC=1.C1C=CC(P(C2C=CC=CC=2)[C-]2C=CC=C2)=CC=1.Cl[Pd]Cl.[Fe+2]>[Cl:22][C:19]1[CH:20]=[CH:21][C:16]([C:13]([C:10]2[N:9]([C:25]3[CH:30]=[CH:29][C:28]([F:31])=[CH:27][CH:26]=3)[C:8]([S:7][CH2:6][C:5]3[C:32]([F:34])=[CH:33][C:2]([C:38]#[C:37][CH2:36][OH:39])=[CH:3][C:4]=3[F:35])=[N:12][CH:11]=2)([CH3:15])[CH3:14])=[CH:17][C:18]=1[O:23][CH3:24] |f:5.6.7.8|. Reported procedure: A mixture of 2-(4-bromo-2,6-difluorobenzylthio)-5-(2-(4-chloro-3-methoxyphenyl)propan-2-yl)-1-(4-fluorophenyl)-1H-imidazole (0.79 g, 1.35 mmol), propargyl alcohol (122 μL, 2.03 mmol), pyrrolidine (169 μL, 2.03 mmol), CuI (26 mg, 0.13 mmol) and PdCl2(dppf)2 (50 mg, 0.07 mmol) in DMF (6.80 mL) was purged with argon and then heated to 80° C. for 3 h. The reaction mixture was filtered through Celite™ to remove solids. The filter agent was rinsed with EtOAc (3×75 mL). The filtrate was washed with wat...